Dataset: the Open Reaction Database (ORD), a public repository of structured organic reaction records. Task: describe an organic reaction: reactants, conditions, products, and yield Starting materials: Cl (hydrochloric acid), BrC=1C2C3C(C(C(C3C(C1)O2)=O)C2=C(C=C(C=C2C)C)C)=O ((1RS,2RS,6SR,7SR)-8-bromo-4-(2,4,6-trimethylphenyl)-10-oxatricyclo-[5.2.1.02,6]dec-8-en-3,5-dione), FC1=CC=C(C=C1)B(O)O (4-fluorophenylboronic acid), O.C1(CCCCC1)P(C1=C(C=CC=C1)C1=C(C(=CC=C1OC)S(=O)(=O)[O-])OC)C1CCCCC1.[Na+] (sodium 2′-dicyclohexylphosphino-2,6-dimethoxy-1,1-biphenyl-3-sulfonate hydrate), P(=O)([O-])([O-])[O-].[K+].[K+].[K+] (potassium phosphate). The reagents and catalysts are C(C)(=O)[O-].[Pd+2].C(C)(=O)[O-] (palladium acetate). The solvent is O (water). Run at temperature 150 celsius. Product: FC1=CC=C(C=C1)C=1C2C3C(C(C(C3C(C1)O2)=O)C2=C(C=C(C=C2C)C)C)=O ((1RS,2SR,6RS,7RS)-8-(4-fluorophenyl)-4-(2,4,6-trimethylphenyl)-10-oxatricyclo[5.2.1.02,6]dec-8-en-3,5-dione). Reaction SMILES: Br[C:2]1[CH:3]2[O:11][CH:9]([CH:10]=1)[CH:8]1[CH:4]2[C:5](=[O:22])[CH:6]([C:13]2[C:18]([CH3:19])=[CH:17][C:16]([CH3:20])=[CH:15][C:14]=2[CH3:21])[C:7]1=[O:12].[F:23][C:24]1[CH:29]=[CH:28][C:27](B(O)O)=[CH:26][CH:25]=1.O.C1(P(C2CCCCC2)C2C=CC=CC=2C2C(OC)=CC=C(S([O-])(=O)=O)C=2OC)CCCCC1.[Na+].P([O-])([O-])([O-])=O.[K+].[K+].[K+].Cl>O.C([O-])(=O)C.[Pd+2].C([O-])(=O)C>[F:23][C:24]1[CH:29]=[CH:28][C:27]([C:2]2[CH:3]3[O:11][CH:9]([CH:10]=2)[CH:8]2[CH:4]3[C:5](=[O:22])[CH:6]([C:13]3[C:14]([CH3:21])=[CH:15][C:16]([CH3:20])=[CH:17][C:18]=3[CH3:19])[C:7]2=[O:12])=[CH:26][CH:25]=1 |f:2.3.4,5.6.7.8,11.12.13|. Reported procedure: A mixture of (1RS,2RS,6SR,7SR)-8-bromo-4-(2,4,6-trimethylphenyl)-10-oxatricyclo-[5.2.1.02,6]dec-8-en-3,5-dione (300 mg, 0.82 mmol), 4-fluorophenylboronic acid (171 mg, 1.22 mmol), sodium 2′-dicyclohexylphosphino-2,6-dimethoxy-1,1-biphenyl-3-sulfonate hydrate (17 mg, 0.03 mmol), potassium phosphate (522 mg, 2.5 mmol) and palladium acetate (4 mg, 0.02 mmol) in water (8 ml) are heated for 150° C. for 25 minutes under microwave irradiation. The mixture is cooled to room temperature and dilute aqueou... Reactants: BrC=1N=CN(C1)C(C1=CC=CC=C1)(C1=CC=CC=C1)C1=CC=CC=C1 (4-bromo-1-trityl-1H-imidazole), C(#N)C=1C=C(C=CC1)B(O)O (3-cyanophenylboronic acid), COCCOC (ethylene glycol dimethyl ether), C([O-])([O-])=O.[Na+].[Na+] (sodium carbonate). The product is C(#N)C=1C=C(C=CC1)C=1N=CN(C1)C(C1=CC=CC=C1)(C1=CC=CC=C1)C1=CC=CC=C1 (4-(3-cyanophenyl)-1-trityl-1H-imidazole). Yield: 33.4%. Reagents/catalysts: C=1C=CC(=CC1)[P](C=2C=CC=CC2)(C=3C=CC=CC3)[Pd]([P](C=4C=CC=CC4)(C=5C=CC=CC5)C=6C=CC=CC6)([P](C=7C=CC=CC7)(C=8C=CC=CC8)C=9C=CC=CC9)[P](C=1C=CC=CC1)(C=1C=CC=CC1)C=1C=CC=CC1 (Pd(PPh3)4). The solvent is ClCCl (dichloromethane). Reaction SMILES: Br[C:2]1[N:3]=[CH:4][N:5]([C:7]([C:20]2[CH:25]=[CH:24][CH:23]=[CH:22][CH:21]=2)([C:14]2[CH:19]=[CH:18][CH:17]=[CH:16][CH:15]=2)[C:8]2[CH:13]=[CH:12][CH:11]=[CH:10][CH:9]=2)[CH:6]=1.[C:26]([C:28]1[CH:29]=[C:30](B(O)O)[CH:31]=[CH:32][CH:33]=1)#[N:27].COCCOC.C(=O)([O-])[O-].[Na+].[Na+]>ClCCl.C1C=CC([P]([Pd]([P](C2C=CC=CC=2)(C2C=CC=CC=2)C2C=CC=CC=2)([P](C2C=CC=CC=2)(C2C=CC=CC=2)C2C=CC=CC=2)[P](C2C=CC=CC=2)(C2C=CC=CC=2)C2C=CC=CC=2)(C2C=CC=CC=2)C2C=CC=CC=2)=CC=1>[C:26]([C:28]1[CH:33]=[C:32]([C:2]2[N:3]=[CH:4][N:5]([C:7]([C:8]3[CH:9]=[CH:10][CH:11]=[CH:12][CH:13]=3)([C:14]3[CH:19]=[CH:18][CH:17]=[CH:16][CH:15]=3)[C:20]3[CH:21]=[CH:22][CH:23]=[CH:24][CH:25]=3)[CH:6]=2)[CH:31]=[CH:30][CH:29]=1)#[N:27] |f:3.4.5,^1:55,57,76,95|. Procedure details: A mixture of 4-bromo-1-trityl-1H-imidazole (0.2g, 0.51 mmol), 3-cyanophenylboronic acid (0.11 g, 0.77 mmol), and Pd(PPh3)4 (0.06g, 0.05 mmol) in a solution of ethylene glycol dimethyl ether (2 mL) and 2M sodium carbonate (2 mL) was heated in a sealed vial overnight at 120° C. After cooling, the reaction mixture was diluted with dichloromethane (30 mL) and washed with water (50 mL) and brine (30 mL). The organic phase was dried over anhydrous sodium sulfate, filtered and concentrated in vacuo. Si... Reaction conditions: temperature 120 celsius. The reactants are C(C1=CC=CC=C1)Cl (benzyl chloride), C([C@@H](O)CC(=O)OC)(=O)OC (Dimethyl (S)-(−) malate), C(=O)=O (carbon dioxide), C([O-])([O-])=O.[Cs+].[Cs+] (cesium carbonate). Run in CN(C=O)C (N,N-dimethylforamide). The product is C(C1=CC=CC=C1)OC(O)=O.C(C(O)CC(=O)OC)(=O)OC (dimethyl malate benzyl carbonate). Isolated yield 61.1%. RXN SMILES: [C:1]([O:10][CH3:11])(=[O:9])[C@H:2]([CH2:4][C:5]([O:7][CH3:8])=[O:6])[OH:3].[C:12](=[O:15])([O-:14])[O-:13].[Cs+].[Cs+].C(=O)=O.[CH2:21](Cl)[C:22]1[CH:27]=[CH:26][CH:25]=[CH:24][CH:23]=1>CN(C)C=O>[CH2:21]([O:15][C:12](=[O:14])[OH:13])[C:22]1[CH:27]=[CH:26][CH:25]=[CH:24][CH:23]=1.[C:1]([O:10][CH3:11])(=[O:9])[CH:2]([CH2:4][C:5]([O:7][CH3:8])=[O:6])[OH:3] |f:1.2.3,7.8|. Reported procedure: Dimethyl (S)-(−) malate (0.27 mL, 2 mmol) is dissolved in anhydrous N,N-dimethylforamide (8 mL), and powdered cesium carbonate (1.95 g, 6 mmol, 3 eq) is added. The suspension is then stirred at room temperature while passing carbon dioxide gas for 1 hour before benzyl chloride (0.69 mL, 6 mmol, 3 eq) is added to the solution. Carbon dioxide gas is continuously bubbled through the solution for another 2˜3 hours until the starting material is consumed. The reaction is quenched with water (20 mL) a... Reported procedure: Synthesis of this compound starts with 3-(7-bromo-2,2-dimethyl-5-fluoro-1,3-benzodioxol-4-yl)-1-methyl-6-trifluoromethyluracil (Compound 17) which may be synthesized using the methods of Example 1, Steps F through H, by substituting N-bromosuccinimide for N-chlorosuccinimide in Step F. In a tube are placed 2.2 g (0.005 mole) of 3-(7-bromo-2,2-dimethyl-5-fluoro- 1,3-benzodioxol-4-yl)- 1 -methyl-6-trifluoromethyluracil, 0.95 g (0.0053 mole) of tetramethyl tin, 0.05 g (0.00005 mole) of tetrakis(tri... Reaction conditions: temperature 120 celsius. RXN SMILES: Br[C:2]1[C:7]2[O:8][C:9]([CH3:12])([CH3:11])[O:10][C:6]=2[C:5]([N:13]2[C:18](=[O:19])[CH:17]=[C:16]([C:20]([F:23])([F:22])[F:21])[N:15]([CH3:24])[C:14]2=[O:25])=[C:4]([F:26])[CH:3]=1.ClN1C(=O)CC[C:29]1=O.C[Sn](C)(C)C>C1C=CC([P]([Pd]([P](C2C=CC=CC=2)(C2C=CC=CC=2)C2C=CC=CC=2)([P](C2C=CC=CC=2)(C2C=CC=CC=2)C2C=CC=CC=2)[P](C2C=CC=CC=2)(C2C=CC=CC=2)C2C=CC=CC=2)(C2C=CC=CC=2)C2C=CC=CC=2)=CC=1.C1(C)C(C)=CC=CC=1>[CH3:11][C:9]1([CH3:12])[O:8][C:7]2[C:2]([CH3:29])=[CH:3][C:4]([F:26])=[C:5]([N:13]3[C:18](=[O:19])[CH:17]=[C:16]([C:20]([F:23])([F:22])[F:21])[N:15]([CH3:24])[C:14]3=[O:25])[C:6]=2[O:10]1 |^1:43,45,64,83|. Run in C=1(C(=CC=CC1)C)C (xylene). The reactants are C[Sn](C)(C)C (tetramethyl tin), BrC1=CC(=C(C2=C1OC(O2)(C)C)N2C(N(C(=CC2=O)C(F)(F)F)C)=O)F (3-(7-bromo-2,2-dimethyl-5-fluoro-1,3-benzodioxol-4-yl)-1-methyl-6-trifluoromethyluracil), BrC1=CC(=C(C2=C1OC(O2)(C)C)N2C(N(C(=CC2=O)C(F)(F)F)C)=O)F (3-(7-bromo-2,2-dimethyl-5-fluoro- 1,3-benzodioxol-4-yl)- 1 -methyl-6-trifluoromethyluracil), BrC1=CC(=C(C2=C1OC(O2)(C)C)N2C(N(C(=CC2=O)C(F)(F)F)C)=O)F (3-(7-bromo-2,2-dimethyl-5-fluoro-1,3-benzodioxol-4-yl)-1-methyl-6-trifluoromethyluracil), ClN1C(CCC1=O)=O (N-chlorosuccinimide). The reagents and catalysts are C=1C=CC(=CC1)[P](C=2C=CC=CC2)(C=3C=CC=CC3)[Pd]([P](C=4C=CC=CC4)(C=5C=CC=CC5)C=6C=CC=CC6)([P](C=7C=CC=CC7)(C=8C=CC=CC8)C=9C=CC=CC9)[P](C=1C=CC=CC1)(C=1C=CC=CC1)C=1C=CC=CC1 (tetrakis(triphenylphosphine)palladium(0)). Yields the product CC1(OC2=C(O1)C(=CC(=C2N2C(N(C(=CC2=O)C(F)(F)F)C)=O)F)C)C (3-(2,2-dimethyl-5-fluoro-7-methyl- 1,3-benzodioxol-4-yl)- 1 -methyl-6-trifluoromethyluracil).